This data is from the Open Reaction Database (ORD), a public repository of structured organic reaction records. The task is: describe an organic reaction: reactants, conditions, products, and yield Reactants: N#CC1(NC(=O)C2CC(S(=O)(=O)c3ccc(F)cc3Cl)CC2C(=O)N2CCC(F)(F)C2)CC1, CC(O)C(F)(F)F. The product is CC(Oc1ccc(S(=O)(=O)C2CC(C(=O)NC3(C#N)CC3)C(C(=O)N3CCC(F)(F)C3)C2)c(Cl)c1)C(F)(F)F. Reaction SMILES: [C:1](#[N:2])[C:3]1([NH:6][C:7](=[O:8])[CH:9]2[CH:10]([C:25](=[O:26])[N:27]3[CH2:28][C:29]([F:32])([F:33])[CH2:30][CH2:31]3)[CH2:11][CH:12]([S:14](=[O:15])(=[O:16])[c:17]3[c:18]([Cl:24])[cH:19][c:20]([F:23])[cH:21][cH:22]3)[CH2:13]2)[CH2:4][CH2:5]1.[F:34][C:35]([CH:36]([CH3:37])[OH:38])([F:39])[F:40]>>[C:1](#[N:2])[C:3]1([NH:6][C:7](=[O:8])[CH:9]2[CH:10]([C:25](=[O:26])[N:27]3[CH2:28][C:29]([F:32])([F:33])[CH2:30][CH2:31]3)[CH2:11][CH:12]([S:14](=[O:15])(=[O:16])[c:17]3[c:18]([Cl:24])[cH:19][c:20]([O:38][CH:36]([C:35]([F:34])([F:39])[F:40])[CH3:37])[cH:21][cH:22]3)[CH2:13]2)[CH2:4][CH2:5]1. Reactants: CC#N, COc1cc(CON2CCNC2=Nc2c(Cl)cccc2Cl)cnc1OC, Cl, Cl, C1COCCO1. The product is COc1cc(CCl)cnc1OC, ON1CCNC1=Nc1c(Cl)cccc1Cl. As a reaction SMILES: [C:35](#[N:36])[CH3:37].[Cl:3][c:4]1[c:5]([N:11]=[C:12]2[N:13]([O:17][CH2:18][c:19]3[cH:20][c:21]([O:27][CH3:28])[c:22]([O:25][CH3:26])[n:23][cH:24]3)[CH2:14][CH2:15][NH:16]2)[c:6]([Cl:10])[cH:7][cH:8][cH:9]1.[ClH:1].[ClH:2].[O:29]1[CH2:30][CH2:31][O:32][CH2:33][CH2:34]1>>[Cl:1][CH2:18][c:19]1[cH:20][c:21]([O:27][CH3:28])[c:22]([O:25][CH3:26])[n:23][cH:24]1.[Cl:3][c:4]1[c:5]([N:11]=[C:12]2[N:13]([OH:17])[CH2:14][CH2:15][NH:16]2)[c:6]([Cl:10])[cH:7][cH:8][cH:9]1. Reactants: CN1CCCCC1 (N-methylpiperidine), FC=1C=CC2=C(C=C(O2)C(C)N)C1 (1-(5-fluoro-2-benzofuranyl)ethylamine), C(C)(C)OC(=O)N[C@@H](C(C)C)C(=O)O (N-isopropoxycarbonyl-L-valine), ClC(=O)OCC(C)C (isobutyl chloroformate). The solvent is ClCCl (dichloromethane), O (Water). Conditions: time 15 minute. Yields the product FC=1C=CC2=C(C=C(O2)C(C)NC([C@@H](NC(=O)OC(C)C)C(C)C)=O)C1 (N1 -[1(5-fluoro-2-benzofuranyl)ethyl]-N2 -isopropoxycarbonyl-L-valinamide). Isolated yield 61.3%. RXN SMILES: CN1CCCCC1.[CH:8]([O:11][C:12]([NH:14][C@H:15]([C:19]([OH:21])=O)[CH:16]([CH3:18])[CH3:17])=[O:13])([CH3:10])[CH3:9].ClC(OCC(C)C)=O.[F:30][C:31]1[CH:32]=[CH:33][C:34]2[O:38][C:37]([CH:39]([NH2:41])[CH3:40])=[CH:36][C:35]=2[CH:42]=1>ClCCl.O>[F:30][C:31]1[CH:32]=[CH:33][C:34]2[O:38][C:37]([CH:39]([NH:41][C:19](=[O:21])[C@H:15]([CH:16]([CH3:17])[CH3:18])[NH:14][C:12]([O:11][CH:8]([CH3:9])[CH3:10])=[O:13])[CH3:40])=[CH:36][C:35]=2[CH:42]=1. Procedure: 4.7 g of N-methylpiperidine was added to a solution containing 9.7 g of N-isopropoxycarbonyl-L-valine dissolved in 100 ml of dichloromethane, at -20° C. and the mixture was stirred for 15 minutes at the same temperature. Subsequently, 6.5 g of isobutyl chloroformate was added to the mixture at -30° C. and then the whole mixture was stirred between -30° C. and -20° C. for 30 minutes. 8.5 g of 1-(5-fluoro-2-benzofuranyl)ethylamine was then added to the mixture at -50° C. The mixture was allowed to...